This data is from the Open Reaction Database (ORD), a public repository of structured organic reaction records. The task is: describe an organic reaction: reactants, conditions, products, and yield The reactants are ClCC(=O)NC1=C(C=CC=C1)OC (2-chloro-N-(2-methoxyphenyl)acetamide), C(C1=CC=CC=C1)NCC1=CC=CC=C1 (dibenzylamine). The solvent is C1(=CC=CC=C1)C (toluene). Yields the product C1(=CC=CC=C1)CN(CC(=O)NC1=C(C=CC=C1)OC)CC1=CC=CC=C1 (2-[bis(phenylmethyl)amino]-N-(2-methoxyphenyl)acetamide). Isolated yield 82.6%. Reaction SMILES: Cl[CH2:2][C:3]([NH:5][C:6]1[CH:11]=[CH:10][CH:9]=[CH:8][C:7]=1[O:12][CH3:13])=[O:4].[CH2:14]([NH:21][CH2:22][C:23]1[CH:28]=[CH:27][CH:26]=[CH:25][CH:24]=1)[C:15]1[CH:20]=[CH:19][CH:18]=[CH:17][CH:16]=1>C1(C)C=CC=CC=1>[C:15]1([CH2:14][N:21]([CH2:22][C:23]2[CH:24]=[CH:25][CH:26]=[CH:27][CH:28]=2)[CH2:2][C:3]([NH:5][C:6]2[CH:11]=[CH:10][CH:9]=[CH:8][C:7]=2[O:12][CH3:13])=[O:4])[CH:16]=[CH:17][CH:18]=[CH:19][CH:20]=1. Reported procedure: To a stirred solution of 28.1 g of 2-chloro-N-(2-methoxyphenyl)acetamide (C.A. 50, 8730i) in 200 ml toluene was added 58.3 g of dibenzylamine and refluxed for 48 hours. After separation of dibenzylamine hydrochloride, the solvent was removed from the reaction mixture. Crystallization of the residue from isopropylether gave 41.9 g colorless crystals of 2-[bis(phenylmethyl)amino]-N-(2-methoxyphenyl)acetamide, mp 92°-94°. Starting materials: 109, BrCCBr (1,2-dibromoethane), C([O-])([O-])=O.[Na+].[Na+] (sodium carbonate), 22.5, C(C)N1N=NNC1=O (1-ethyl-1,4-dihydro-5H-tetrazol-5-one). The solvent is CN(C=O)C (N,N-dimethylformamide), O (water), CN(C=O)C (N,N-dimethylformamide), O (water). Reaction conditions: time 8 hour. The product is BrCCN1N=NN(C1=O)CC (1-(2-bromoethyl)-4-ethyl-1,4-dihydro-5H-tetrazol-5-one). The yield is 22.0%. As a reaction SMILES: [Br:1][CH2:2][CH2:3]Br.C(=O)([O-])[O-].[Na+].[Na+].[CH2:11]([N:13]1[C:17](=[O:18])[NH:16][N:15]=[N:14]1)[CH3:12]>CN(C)C=O.O>[Br:1][CH2:2][CH2:3][N:16]1[C:17](=[O:18])[N:13]([CH2:11][CH3:12])[N:14]=[N:15]1 |f:1.2.3|. Procedure: To a stirred solution of 109 parts of 1,2-dibromoethane and 21.2 parts of sodium carbonate in 5 parts of water and 18 parts of N,N-dimethylformamide were added dropwise a solution of 22.5 parts of 1-ethyl-1,4-dihydro-5H-tetrazol-5-one in 5 parts of water and 27 parts of N,N-dimethylformamide at about 40° C. Upon completion, stirring was continued overnight at 40° C. The organic phase was separated, dried and distilled, yielding 9.8 parts (22%) of 1-(2-bromoethyl)-4-ethyl-1,4-dihydro-5H-tetrazol-... The reactants are O=C([O-])O, CCO, [Cl-], O=[N+]([O-])c1cccc(OCc2csc(-c3ccccc3)n2)c1, [Na+], O, O, O. Product: Nc1cccc(OCc2csc(-c3ccccc3)n2)c1. As a reaction SMILES: [C:27](=[O:28])([OH:29])[O-:30].[CH3:32][CH2:33][OH:34].[Cl-:25].[N+:1]([O-:2])(=[O:3])[c:4]1[cH:5][c:6]([O:7][CH2:8][c:9]2[n:10][c:11](-[c:14]3[cH:15][cH:16][cH:17][cH:18][cH:19]3)[s:12][cH:13]2)[cH:20][cH:21][cH:22]1.[Na+:31].[OH2:23].[OH2:24].[OH2:26]>>[NH2:1][c:4]1[cH:5][c:6]([O:7][CH2:8][c:9]2[n:10][c:11](-[c:14]3[cH:15][cH:16][cH:17][cH:18][cH:19]3)[s:12][cH:13]2)[cH:20][cH:21][cH:22]1. The reactants are CCN=C=NCCCN(C)C, CN(C)c1ccncc1, Nc1ccc2ncnc(Nc3ccc(OCc4cccc(F)c4)c(Cl)c3)c2c1, OCC(O)CNCC(F)(F)F, NC(N)=S, O. The product is OCC1CN(CC(F)(F)F)C(=Nc2ccc3ncnc(Nc4ccc(OCc5cccc(F)c5)c(Cl)c4)c3c2)O1. As a reaction SMILES: [CH3:40][CH2:41][N:42]=[C:43]=[N:44][CH2:45][CH2:46][CH2:47][N:48]([CH3:49])[CH3:50].[CH3:55][N:56]([c:57]1[cH:58][cH:59][n:60][cH:61][cH:62]1)[CH3:63].[Cl:1][c:2]1[cH:3][c:4]([NH:17][c:18]2[n:19][cH:20][n:21][c:22]3[cH:23][cH:24][c:25]([NH2:28])[cH:26][c:27]23)[cH:5][cH:6][c:7]1[O:8][CH2:9][c:10]1[cH:11][c:12]([F:16])[cH:13][cH:14][cH:15]1.[F:29][C:30]([CH2:31][NH:32][CH2:33][CH:34]([CH2:35][OH:36])[OH:37])([F:38])[F:39].[NH2:51][C:52](=[S:53])[NH2:54].[OH2:64]>>[Cl:1][c:2]1[cH:3][c:4]([NH:17][c:18]2[n:19][cH:20][n:21][c:22]3[cH:23][cH:24][c:25]([N:28]=[C:40]4[N:32]([CH2:31][C:30]([F:29])([F:38])[F:39])[CH2:33][CH:34]([CH2:35][OH:36])[O:37]4)[cH:26][c:27]23)[cH:5][cH:6][c:7]1[O:8][CH2:9][c:10]1[cH:11][c:12]([F:16])[cH:13][cH:14][cH:15]1. Reactants: B, C1CCOC1, CSC, CO, CC(CC(=O)OC(C)(C)C)C(=O)[O-]. Yields the product CC(CO)CC(=O)OC(C)(C)C. RXN SMILES: [BH3:4].[CH2:18]1[O:19][CH2:20][CH2:21][CH2:22]1.[CH3:1][S:2][CH3:3].[CH3:23][OH:24].[CH3:5][CH:6]([CH2:7][C:8](=[O:9])[O:10][C:11]([CH3:12])([CH3:13])[CH3:14])[C:15](=[O:16])[O-:17]>>[CH3:5][CH:6]([CH2:7][C:8](=[O:9])[O:10][C:11]([CH3:12])([CH3:13])[CH3:14])[CH2:15][OH:16].